From a dataset of the Open Reaction Database (ORD), a public repository of structured organic reaction records. describe an organic reaction: reactants, conditions, products, and yield Starting materials: NC1=NC(=C(C(=N1)C)C#CCCNC(OCC1=CC=CC=C1)=O)NCCCCC (Benzyl 4-(2-amino-4-methyl-6-(pentylamino)pyrimidin-5-yl)but-3-ynylcarbamate). The reagents and catalysts are [Pd] (Pd/C). Solvent: CCO (EtOH), CCO (EtOH). Conditions: time 3 hour. The product is NCCCCC=1C(=NC(=NC1C)N)NCCCCC (5-(4-Aminobutyl)-6-methyl-N4-pentylpyrimidine-2,4-diamine). Yield: 44.7%. As a reaction SMILES: [NH2:1][C:2]1[N:7]=[C:6]([CH3:8])[C:5]([C:9]#[C:10][CH2:11][CH2:12][NH:13]C(=O)OCC2C=CC=CC=2)=[C:4]([NH:24][CH2:25][CH2:26][CH2:27][CH2:28][CH3:29])[N:3]=1>CCO.[Pd]>[NH2:13][CH2:12][CH2:11][CH2:10][CH2:9][C:5]1[C:4]([NH:24][CH2:25][CH2:26][CH2:27][CH2:28][CH3:29])=[N:3][C:2]([NH2:1])=[N:7][C:6]=1[CH3:8]. Procedure details: The product from step (i) (0.2 g) was dissolved in EtOH (20 mL) then 5% Pd/C (100 mg) in EtOH (5 mL) was added. The reaction mixture was hydrogenated at 4 bar overnight. The catalyst was filtered off then 20% Pd(OH)2/C (100 mg) in EtOH (5 ml) was added and the reaction mixture hydrogenated at 4 bar for 3 h. The catalyst was filtered off and the solvents evaporated to give the subtitle compound 0.06 g. The reactants are C1(=CC=CC=C1)P(C1=CC=CC=C1)C1=CC=CC=C1 (triphenylphosphine), ClC=1C=C(C(=C(C(=O)OC)C1)C)O (methyl 5-chloro-3-hydroxy-2-methylbenzoate), C(C1=CC=CC=C1)NC(=O)[C@@H]1CC[C@@H](CC1)O ((cis)-N -benzyl-4-hydroxycyclohexanecarboxamide), CC(C)OC(=O)/N=N/C(=O)OC(C)C (DIAD). The solvent is C1CCOC1 (THF), C1CCOC1 (THF). Reaction conditions: time 15 minute. Yields the product C(C1=CC=CC=C1)NC(=O)[C@@H]1CC[C@H](CC1)OC=1C(=C(C(=O)OC)C=C(C1)Cl)C (methyl 3-(((trans)-4-(benzylcarbamoyl)cyclohexyl)oxy)-5-chloro-2-methylbenzoate). Isolated yield 34.8%. RXN SMILES: C1(P(C2C=CC=CC=2)C2C=CC=CC=2)C=CC=CC=1.CC(OC(/N=N/C(OC(C)C)=O)=O)C.[Cl:34][C:35]1[CH:36]=[C:37]([OH:46])[C:38]([CH3:45])=[C:39]([CH:44]=1)[C:40]([O:42][CH3:43])=[O:41].[CH2:47]([NH:54][C:55]([C@H:57]1[CH2:62][CH2:61][C@@H:60](O)[CH2:59][CH2:58]1)=[O:56])[C:48]1[CH:53]=[CH:52][CH:51]=[CH:50][CH:49]=1>C1COCC1>[CH2:47]([NH:54][C:55]([C@H:57]1[CH2:62][CH2:61][C@H:60]([O:46][C:37]2[C:38]([CH3:45])=[C:39]([CH:44]=[C:35]([Cl:34])[CH:36]=2)[C:40]([O:42][CH3:43])=[O:41])[CH2:59][CH2:58]1)=[O:56])[C:48]1[CH:53]=[CH:52][CH:51]=[CH:50][CH:49]=1. Procedure: To a cooled (0° C. ice bath) solution of triphenylphosphine (392 mg, 1.495 mmol) in THF (10 mL) was added DIAD (0.291 mL, 1.495 mmol). The reaction was stirred for 15 minutes (became a suspension). To this suspension with stirring was added a solution of methyl 5-chloro-3-hydroxy-2-methylbenzoate (250 mg, 1.246 mmol) and (cis)-N -benzyl-4-hydroxycyclohexanecarboxamide (350 mg, 1.500 mmol) in THF (5 mL) in one portion. The reaction was allowed to warm to room temperature and stirred overnight, at...